From a dataset of the Open Reaction Database (ORD), a public repository of structured organic reaction records. describe an organic reaction: reactants, conditions, products, and yield The reactants are C1CCOC1, CCOC(=O)c1ccc(C#Cc2ccc3c(c2)C(c2ccc(OC)cc2)=CCC3(C)C)cc1, CCO, Cl, [Na+], [OH-]. Yields the product COc1ccc(C2=CCC(C)(C)c3ccc(C#Cc4ccc(C(=O)O)cc4)cc32)cc1. RXN SMILES: [CH2:40]1[O:41][CH2:42][CH2:43][CH2:44]1.[CH3:1][C:2]1([CH3:33])[c:3]2[cH:4][cH:5][c:6]([C:20]#[C:21][c:22]3[cH:23][cH:24][c:25]([C:26](=[O:27])[O:28][CH2:29][CH3:30])[cH:31][cH:32]3)[cH:7][c:8]2[C:9]([c:12]2[cH:13][cH:14][c:15]([O:18][CH3:19])[cH:16][cH:17]2)=[CH:10][CH2:11]1.[CH3:37][CH2:38][OH:39].[ClH:36].[Na+:35].[OH-:34]>>[CH3:1][C:2]1([CH3:33])[c:3]2[cH:4][cH:5][c:6]([C:20]#[C:21][c:22]3[cH:23][cH:24][c:25]([C:26](=[O:27])[OH:28])[cH:31][cH:32]3)[cH:7][c:8]2[C:9]([c:12]2[cH:13][cH:14][c:15]([O:18][CH3:19])[cH:16][cH:17]2)=[CH:10][CH2:11]1. Reactants: glycerol ester, rosin ester, CC(C)(C1=CC=CC=C1)C2=CC=C(C=C2)NC3=CC=C(C=C3)C(C)(C)C4=CC=CC=C4 (Naugard 445), stainless steel, C(CCCCCCCCCCCCCCCCC)C(C(=O)N)CCCCCCCCCCCCCCCC (stearyl stearamide), C1=CC=C(C=C1)/C=C/CO[C@H]2[C@@H]([C@H]([C@@H]([C@H](O2)CO)O)O)O (rosin). Conditions: temperature 110 celsius. The product is C(CN)N (ethylene diamine), C(CCCCCCCCCCCCCCCCC)(=O)O (stearic acid). RXN SMILES: C([CH:19](CCCCCCCCCCCCCCCC)[C:20]([NH2:22])=O)CCCCCCCCCCCCCCCCC.C1C=CC(/C=C/C[O:48][C@@H:49]2[O:54][C@H:53](CO)[C@@H:52](O)[C@H:51](O)[C@H:50]2O)=CC=1.CC(C1C=CC([NH:75][C:76]2[CH:81]=[CH:80][C:79]([C:82]([C:85]3[CH:90]=[CH:89][CH:88]=[CH:87][CH:86]=3)(C)C)=[CH:78][CH:77]=2)=CC=1)(C1C=CC=CC=1)C>>[CH2:20]([NH2:22])[CH2:19][NH2:75].[C:49]([OH:54])(=[O:48])[CH2:50][CH2:51][CH2:52][CH2:53][CH2:86][CH2:87][CH2:88][CH2:89][CH2:90][CH2:85][CH2:82][CH2:79][CH2:80][CH2:81][CH2:76][CH2:77][CH3:78]. Procedure: In a stainless steel beaker were combined about 3170 grams of stearyl stearamide (KEMAMIDE S-180, Witco), about 1553 grams of a rosin ester tackifier resin available commercially as Arakawa KE-100 (glycerol ester of hydrogenated abietic (rosin) acid available from Arakawa Chemical Industries, Ltd. of Osaka Japan) and about 299 grams of Ink Yellow 869 (Milliken Chemical Company). In addition, about 10.0 grams of Uniroyal Naugard 445 anti-oxidant were added. The materials were melted together in a... Reactants: S(OC)(OC)(=O)=O, c1cc(cc(c1n1nccn1)[C@H](Oc1c(ncc(c1)c1ccc(nc1O)[C@@H](N)C)N)C)F. The reagents and catalysts are c1ccc(cc1)-c2c3ccccc3cc4ccccc24 (9-Phenylanthracene), CCCC[N+](CCCC)(CCCC)CCCC.[F-] (TBAF). The solvent is C1CCOC1 (THF). Conditions: temperature 60 celsius, time 18 hour. Product: COc1nc(ccc1c2cnc(N)c(O[C@H](C)c3cc(F)ccc3n4nccn4)c2)C(C)N. As a reaction SMILES: [CH3:1][CH:2]([c:4]1[n:10][c:8]([OH:9])[c:7]([c:11]2[cH:32][c:16]([O:17][C@@H:18]([c:20]3[c:26]([n:27]4[n:31][cH:30][cH:29][n:28]4)[cH:25][cH:24][c:22]([F:23])[cH:21]3)[CH3:19])[c:14]([NH2:15])[n:13][cH:12]2)[cH:6][cH:5]1)[NH2:3].[CH3:33]OS(OC)(=O)=O>>[CH3:33][O:9][c:8]1[c:7]([c:11]2[cH:32][c:16]([O:17][C@@H:18]([c:20]3[c:26]([n:27]4[n:31][cH:30][cH:29][n:28]4)[cH:25][cH:24][c:22]([F:23])[cH:21]3)[CH3:19])[c:14]([NH2:15])[n:13][cH:12]2)[cH:6][cH:5][c:4]([CH:2]([NH2:3])[CH3:1])[n:10]1.